From a dataset of the Open Reaction Database (ORD), a public repository of structured organic reaction records. describe an organic reaction: reactants, conditions, products, and yield Starting materials: BrB(Br)Br, ClCCl, COc1ccc(Cc2nn(C)c(OC(F)F)c2Cl)c(Cl)c1Cl, O. Yields the product Cn1nc(Cc2ccc(O)c(Cl)c2Cl)c(Cl)c1OC(F)F. RXN SMILES: [B:1]([Br:2])([Br:3])[Br:4].[Cl:28][CH2:29][Cl:30].[Cl:5][c:6]1[c:7]([CH2:16][c:17]2[c:18]([Cl:26])[c:19]([Cl:25])[c:20]([O:23][CH3:24])[cH:21][cH:22]2)[n:8][n:9]([CH3:15])[c:10]1[O:11][CH:12]([F:13])[F:14].[OH2:27]>>[Cl:5][c:6]1[c:7]([CH2:16][c:17]2[c:18]([Cl:26])[c:19]([Cl:25])[c:20]([OH:23])[cH:21][cH:22]2)[n:8][n:9]([CH3:15])[c:10]1[O:11][CH:12]([F:13])[F:14]. Starting materials: C(C1=CC=CC=C1)(=O)Cl (benzoyl chloride), [S-]C#N.[NH4+] (ammonium thiocyanate), C1(=CC=CC2=CC=CC=C12)NCCC (N-naphth-1-yl-N-propylamine). Solvent: CC(=O)C (acetone), CC(=O)C (acetone). Reaction conditions: time 15 minute. Yields the product C1(=CC=CC2=CC=CC=C12)N(C(=S)N)CCC (N-Naphth-1-yl-N-propylthiourea). Isolated yield 62.2%. As a reaction SMILES: C(Cl)(=O)C1C=CC=CC=1.[S-:10][C:11]#[N:12].[NH4+].[C:14]1([NH:24][CH2:25][CH2:26][CH3:27])[C:23]2[C:18](=[CH:19][CH:20]=[CH:21][CH:22]=2)[CH:17]=[CH:16][CH:15]=1>CC(C)=O>[C:14]1([N:24]([CH2:25][CH2:26][CH3:27])[C:11]([NH2:12])=[S:10])[C:23]2[C:18](=[CH:19][CH:20]=[CH:21][CH:22]=2)[CH:17]=[CH:16][CH:15]=1 |f:1.2|. Procedure details: 3.9 g of benzoyl chloride and 2.1 g of ammonium thiocyanate are introduced into anhydrous acetone in a three-necked flask under argon and maintained between 0° and 5° C., the reaction mixture is left stirring for 15 minutes and then 3.9 g of N-naphth-1-yl-N-propylamine, dissolved in acetone, are added dropwise. The reaction mixture is then heated at reflux for 1 hour and evaporated to dryness and the residue is taken up in concentrated hydrochloric acid, heated at reflux for 3 hours and allowed ... The reactants are FC=1C=C(CSC=2C=C(C(=NC2)OCOC)OCOC)C=CC1 (5-[(3-fluorobenzyl)sulfanyl]-2,3-bis(methoxymethoxy)pyridine), FC=1C=C(CSC=2C=C(C(=NC2)OCOC)OCOC)C=CC1 (5-[(3-fluorobenzyl)sulfanyl]-2,3-bis(methoxymethoxy)pyridine), Cl (hydrogen chloride). Solvent: O1CCOCC1 (dioxane), O1CCOCC1 (dioxane). Reaction conditions: time 16 hour. The product is FC=1C=C(CSC=2C=C(C(NC2)=O)O)C=CC1 (5-[(3-fluorobenzyl)sulfanyl]-3-hydroxypyridin-2(1H)-one). Yield: 60.6%. As a reaction SMILES: [F:1][C:2]1[CH:3]=[C:4]([CH:21]=[CH:22][CH:23]=1)[CH2:5][S:6][C:7]1[CH:8]=[C:9]([O:17]COC)[C:10]([O:13]COC)=[N:11][CH:12]=1.Cl>O1CCOCC1>[F:1][C:2]1[CH:3]=[C:4]([CH:21]=[CH:22][CH:23]=1)[CH2:5][S:6][C:7]1[CH:8]=[C:9]([OH:17])[C:10](=[O:13])[NH:11][CH:12]=1. Reported procedure: To a solution of 5-[(3-fluorobenzyl)sulfanyl]-2,3-bis(methoxymethoxy)pyridine (Intermediate 43; 690 mg, 2.03 mmol) in dioxane (4 ml) was added a solution of hydrogen chloride in dioxane (4.0 M; 2.54 ml, 10.17 mmol) and the reaction stirred for 16 hours before being concentrated in vacuo. The crude product was recrystallised from ethanol and water to yield 5-[(3-fluorobenzyl)sulfanyl]-3-hydroxypyridin-2(1H)-one as a pale grey solid (309 mg, 61%). Starting materials: COC(=O)C=1SC=CC1C(C)=O (3-Acetyl-2-thiophenecarboxylic acid methyl ester), [BH4-].[Na+] (sodium borohydride), Cl (hydrochloric acid). The solvent is CO (methanol). Conditions: time 1 hour. Yields the product COC(=O)C=1SC=CC1C(C)O (3-(1-hydroxyethyl)-2-thiophenecarboxylic acid methyl ester). The yield is 96.4%. As a reaction SMILES: [CH3:1][O:2][C:3]([C:5]1[S:6][CH:7]=[CH:8][C:9]=1[C:10](=[O:12])[CH3:11])=[O:4].[BH4-].[Na+].Cl>CO>[CH3:1][O:2][C:3]([C:5]1[S:6][CH:7]=[CH:8][C:9]=1[CH:10]([OH:12])[CH3:11])=[O:4] |f:1.2|. Procedure details: 3-Acetyl-2-thiophenecarboxylic acid methyl ester (3.87 g) synthesized in this manner was dissolved in methanol (50 ml), and sodium borohydride (0.95 g) was added under ice-cooling. The mixture was stirred at room temperature for 1 hour, and 1N hydrochloric acid (50 ml) was added. The mixture was extracted with ethyl acetate, and the extract was dried over anhydrous magnesium sulfate and concentrated under reduced pressure to give 3-(1-hydroxyethyl)-2-thiophenecarboxylic acid methyl ester (3.77 g... The reactants are IC1=NN(C2=C1C(=NC=C2)OC2CCOCC2)C(C2=CC=CC=C2)(C2=CC=CC=C2)C2=CC=CC=C2 (3-iodo-4-(tetrahydro-2H-pyran-4-yloxy)-1-trityl-1H-pyrazolo[4,3-c]pyridine), ClC1=NC=CC(=C1)B(O)O (2-chloropyridin-4-ylboronic acid), bis(diphenylphosphino)ferrocenepalladium chloride, C(C)#N (Acetonitrile), C(C)(=O)[O-].[K+] (potassium acetate). The solvent is O (water), ClCCl (dichloromethane). Run at temperature 100 celsius. Yields the product ClC1=NC=CC(=C1)C1=NN(C2=C1C(=NC=C2)OC2CCOCC2)C(C2=CC=CC=C2)(C2=CC=CC=C2)C2=CC=CC=C2 (3-(2-Chloropyridin-4-yl)-4-(tetrahydro-2H-pyran-4-yloxy)-1-trityl-1H-pyrazolo[4,3-c]pyridine). Yield: 66.5%. RXN SMILES: I[C:2]1[C:6]2[C:7]([O:11][CH:12]3[CH2:17][CH2:16][O:15][CH2:14][CH2:13]3)=[N:8][CH:9]=[CH:10][C:5]=2[N:4]([C:18]([C:31]2[CH:36]=[CH:35][CH:34]=[CH:33][CH:32]=2)([C:25]2[CH:30]=[CH:29][CH:28]=[CH:27][CH:26]=2)[C:19]2[CH:24]=[CH:23][CH:22]=[CH:21][CH:20]=2)[N:3]=1.[Cl:37][C:38]1[CH:43]=[C:42](B(O)O)[CH:41]=[CH:40][N:39]=1.C(#N)C.C([O-])(=O)C.[K+]>O.ClCCl>[Cl:37][C:38]1[CH:43]=[C:42]([C:2]2[C:6]3[C:7]([O:11][CH:12]4[CH2:17][CH2:16][O:15][CH2:14][CH2:13]4)=[N:8][CH:9]=[CH:10][C:5]=3[N:4]([C:18]([C:31]3[CH:36]=[CH:35][CH:34]=[CH:33][CH:32]=3)([C:25]3[CH:30]=[CH:29][CH:28]=[CH:27][CH:26]=3)[C:19]3[CH:24]=[CH:23][CH:22]=[CH:21][CH:20]=3)[N:3]=2)[CH:41]=[CH:40][N:39]=1 |f:3.4|. Reported procedure: To a microwave vial was charged 3-iodo-4-(tetrahydro-2H-pyran-4-yloxy)-1-trityl-1H-pyrazolo[4,3-c]pyridine (1.00 g, 1.70 mmol), 2-chloropyridin-4-ylboronic acid (0.281 g, 1.79 mmol) and bis(diphenylphosphino)ferrocenepalladium chloride (139 mg, 0.170 mmol). Acetonitrile (11 mL, 210 mmol) and 1.0 M of potassium acetate in water (4.1 mL) were then added and the reaction mixture was degassed with nitrogen for 10 minutes and then heated to 100° C. under microwave irradiation for 30 minutes. Upon rea... Reported procedure: A mixture of tert-butyl 4-[3-cyanoprop-2-en-1-yl]-3-(difluoromethyl)piperazine-1-carboxylate (0.12 g, 0.40 mmol from Step 5) and 4-(1H-pyrazol-4-yl)-7-{[2-(trimethylsilyl)ethoxy]methyl}-7H-pyrrolo[2,3-d]pyrimidine (0.12 g, 0.40 mmol, prepared as described in WO 2007/070514, Example 65) and potassium carbonate (0.16 g, 1.2 mmol) in DMF (0.36 mL) was stirred for 4.5 h. The mixture was then filtered, the filtrate was diluted with EtOAc, washed with water (thrice), brine, dried over sodium sulfate, ... The yield is 52.7%. Yields the product C(#N)CC(CN1C(CN(CC1)C(=O)OC(C)(C)C)C(F)F)N1N=CC(=C1)C=1C2=C(N=CN1)N(C=C2)COCC[Si](C)(C)C (tert-butyl 4-{3-cyano-2-[4-(7-{[2-(trimethylsilyl)ethoxy]methyl}-7H-pyrrolo[2,3-d]pyrimidin-4-yl)-1H-pyrazol-1-yl]propyl}-3-(difluoromethyl)piperazine-1-carboxylate). Run at time 4.5 hour. Reaction SMILES: [C:1]([CH:3]=[CH:4][CH2:5][N:6]1[CH2:11][CH2:10][N:9]([C:12]([O:14][C:15]([CH3:18])([CH3:17])[CH3:16])=[O:13])[CH2:8][CH:7]1[CH:19]([F:21])[F:20])#[N:2].[NH:22]1[CH:26]=[C:25]([C:27]2[C:28]3[CH:35]=[CH:34][N:33]([CH2:36][O:37][CH2:38][CH2:39][Si:40]([CH3:43])([CH3:42])[CH3:41])[C:29]=3[N:30]=[CH:31][N:32]=2)[CH:24]=[N:23]1.C(=O)([O-])[O-].[K+].[K+]>CN(C=O)C>[C:1]([CH2:3][CH:4]([N:22]1[CH:26]=[C:25]([C:27]2[C:28]3[CH:35]=[CH:34][N:33]([CH2:36][O:37][CH2:38][CH2:39][Si:40]([CH3:43])([CH3:42])[CH3:41])[C:29]=3[N:30]=[CH:31][N:32]=2)[CH:24]=[N:23]1)[CH2:5][N:6]1[CH2:11][CH2:10][N:9]([C:12]([O:14][C:15]([CH3:16])([CH3:17])[CH3:18])=[O:13])[CH2:8][CH:7]1[CH:19]([F:21])[F:20])#[N:2] |f:2.3.4|. The solvent is CN(C)C=O (DMF). The reactants are C(#N)C=CCN1C(CN(CC1)C(=O)OC(C)(C)C)C(F)F (tert-butyl 4-[3-cyanoprop-2-en-1-yl]-3-(difluoromethyl)piperazine-1-carboxylate), N1N=CC(=C1)C=1C2=C(N=CN1)N(C=C2)COCC[Si](C)(C)C (4-(1H-pyrazol-4-yl)-7-{[2-(trimethylsilyl)ethoxy]methyl}-7H-pyrrolo[2,3-d]pyrimidine), C([O-])([O-])=O.[K+].[K+] (potassium carbonate). The reactants are [H-].[Na+] (Sodium hydride), C(C)(=O)NC(C(=O)OCC)C(=O)OCC (diethyl acetamidomalonate), CS(=O)(=O)OCCC1=CC(=CC(=N1)N1C(=CC=C1C)C)C (6 -(2-methanesulfonyloxyethyl)-4-methyl-2-(2,5-dimethylpyrrol-1-yl)pyridine). The reagents and catalysts are [I-].C(CCC)[N+](CCCC)(CCCC)CCCC (tetrabutylammonium iodide). The solvent is CN(C=O)C (N,N-dimethylformamide), CN(C=O)C (N,N-dimethylformamide). Reaction conditions: temperature 60 celsius, time 30 minute. Yields the product C(C)(=O)NC(C(=O)OCC)(C(=O)OCC)CCC1=NC(=CC(=C1)C)N (diethyl 2-acetamido-2-(2-(6-amino-4-methylpyrid-2-yl)ethyl)malonate). Isolated yield 106.4%. Reaction SMILES: [H-].[Na+].[C:3]([NH:6][CH:7]([C:13]([O:15][CH2:16][CH3:17])=[O:14])[C:8]([O:10][CH2:11][CH3:12])=[O:9])(=[O:5])[CH3:4].CS(O[CH2:23][CH2:24][C:25]1[N:30]=[C:29]([N:31]2C(C)=CC=C2C)[CH:28]=[C:27]([CH3:38])[CH:26]=1)(=O)=O>CN(C)C=O.[I-].C([N+](CCCC)(CCCC)CCCC)CCC>[C:3]([NH:6][C:7]([CH2:23][CH2:24][C:25]1[CH:26]=[C:27]([CH3:38])[CH:28]=[C:29]([NH2:31])[N:30]=1)([C:13]([O:15][CH2:16][CH3:17])=[O:14])[C:8]([O:10][CH2:11][CH3:12])=[O:9])(=[O:5])[CH3:4] |f:0.1,5.6|. Procedure details: Sodium hydride (52 mg of 60% oil dispersion, 1.30 mmol) was added to a solution of 310 mg (1.43 mmol) of diethyl acetamidomalonate in 2.0 mL of N,N-dimethylformamide. After 30 min, 72 mg (0.20 mmol) of tetrabutylammonium iodide was added followed by 200 mg (0.65 mmol) of 6 -(2-methanesulfonyloxyethyl)-4-methyl-2-(2,5-dimethylpyrrol-1-yl)pyridine in 1.0 mL of N,N-dimethylformamide. The reaction was stirred at room temperature for 30 min, at 60° C. for 20 h, and at room temperature for 3 d. The re...